Dataset: the Open Reaction Database (ORD), a public repository of structured organic reaction records. Task: describe an organic reaction: reactants, conditions, products, and yield Starting materials: COC(=O)C1CCN(CC1)S(=O)(=O)CC1=CC(N(C2=CC=CC=C12)CC)(C)C ((1-ethyl-2,2-dimethyl-1,2-dihydroquinol-4-yl-methanesulfonyl)-piperidine-4-carboxylic acid methyl ester), C(Cl)(Cl)Cl (chloroform), C(C)N1C(C=C(C2=CC=CC=C12)CS(=O)(=O)Cl)(C)C ((1-ethyl-2,2-dimethyl-1,2-dihydroquinol-4-yl)-methanesulfonic acid chloride), C(C)NCC (diethylamine). Solvent: C(C)O (ethanol). Yields the product C(C)N(S(=O)(=O)CC1=CC(N(C2=CC=CC=C12)CC)(C)C)CC (N,N-diethyl-(1-ethyl-2,2-dimethyl-1,2-dihydroquinol-4-yl)-methanesulfon-amide). Isolated yield 79.0%. RXN SMILES: COC(C1[CH2:10][CH2:9][N:8]([S:11]([CH2:14][C:15]2[C:24]3[C:19](=[CH:20][CH:21]=[CH:22][CH:23]=3)[N:18]([CH2:25][CH3:26])[C:17]([CH3:28])([CH3:27])[CH:16]=2)(=[O:13])=[O:12])[CH2:7][CH2:6]1)=O.C(N1C2C(=CC=CC=2)C(CS(Cl)(=O)=O)=CC1(C)C)C.C(NCC)C.C(Cl)(Cl)Cl>C(O)C>[CH2:9]([N:8]([CH2:7][CH3:6])[S:11]([CH2:14][C:15]1[C:24]2[C:19](=[CH:20][CH:21]=[CH:22][CH:23]=2)[N:18]([CH2:25][CH3:26])[C:17]([CH3:27])([CH3:28])[CH:16]=1)(=[O:12])=[O:13])[CH3:10]. Reported procedure: N,N-diethyl-(1-ethyl-2,2-dimethyl-1,2-dihydroquinol-4-yl)-methanesulfon-amide (11) is prepared similarly to compound (10) using compound (9) with diethylamine. The product is isolated by column chromatography on silica gel with a gradient running from chloroform to ethanol. Starting materials: CO, COC(=O)Cc1ccc(-c2cnc3[nH]c(=O)n(CC4CCCCC4)c3n2)cc1, N, [NH4+], [OH-]. The product is NC(=O)Cc1ccc(-c2cnc3[nH]c(=O)n(CC4CCCCC4)c3n2)cc1. RXN SMILES: [CH3:30][OH:31].[CH:1]1([CH2:7][n:8]2[c:9](=[O:28])[nH:10][c:11]3[n:12][cH:13][c:14](-[c:17]4[cH:18][cH:19][c:20]([CH2:23][C:24]([O:26][CH3:25])=[O:27])[cH:21][cH:22]4)[n:15][c:16]23)[CH2:2][CH2:3][CH2:4][CH2:5][CH2:6]1.[NH3:29].[NH4+:32].[OH-:33]>>[CH:1]1([CH2:7][n:8]2[c:9](=[O:28])[nH:10][c:11]3[n:12][cH:13][c:14](-[c:17]4[cH:18][cH:19][c:20]([CH2:23][C:24](=[O:26])[NH2:29])[cH:21][cH:22]4)[n:15][c:16]23)[CH2:2][CH2:3][CH2:4][CH2:5][CH2:6]1. Starting materials: COC(=O)CCCC1(CCN2CCC(N(C(=O)c3ccco3)c3ccc(C)cn3)CC2)CCCCC1, CC(=O)O, CO, [Na+], [OH-], O. The product is Cc1ccc(N(C(=O)c2ccco2)C2CCN(CCC3(CCCC(=O)O)CCCCC3)CC2)nc1. RXN SMILES: [CH3:1][c:2]1[cH:3][cH:4][c:5]([N:8]([C:9](=[O:10])[c:11]2[o:12][cH:13][cH:14][cH:15]2)[CH:16]2[CH2:17][CH2:18][N:19]([CH2:22][CH2:23][C:24]3([CH2:30][CH2:31][CH2:32][C:33](=[O:34])[O:35][CH3:36])[CH2:25][CH2:26][CH2:27][CH2:28][CH2:29]3)[CH2:20][CH2:21]2)[n:6][cH:7]1.[CH3:40][C:41](=[O:42])[OH:43].[CH3:44][OH:45].[Na+:38].[OH-:37].[OH2:39]>>[CH3:1][c:2]1[cH:3][cH:4][c:5]([N:8]([C:9](=[O:10])[c:11]2[o:12][cH:13][cH:14][cH:15]2)[CH:16]2[CH2:17][CH2:18][N:19]([CH2:22][CH2:23][C:24]3([CH2:30][CH2:31][CH2:32][C:33](=[O:34])[OH:35])[CH2:25][CH2:26][CH2:27][CH2:28][CH2:29]3)[CH2:20][CH2:21]2)[n:6][cH:7]1. Reactants: ClCCCBr, CC(C)=O, [Na+], [OH-], O, c1cnc(N2CCNCC2)nc1. Yields the product ClCCCN1CCN(c2ncccn2)CC1. Reaction SMILES: [Br:17][CH2:18][CH2:19][CH2:20][Cl:21].[CH3:13][C:14](=[O:15])[CH3:16].[Na+:23].[OH-:22].[OH2:24].[n:1]1[c:2]([N:7]2[CH2:8][CH2:9][NH:10][CH2:11][CH2:12]2)[n:3][cH:4][cH:5][cH:6]1>>[n:1]1[c:2]([N:7]2[CH2:8][CH2:9][N:10]([CH2:18][CH2:19][CH2:20][Cl:21])[CH2:11][CH2:12]2)[n:3][cH:4][cH:5][cH:6]1. Reactants: ClC1=CC(=NC=N1)OCCN(C(C)C)C(C)C (N-{2-[(6-chloropyrimidin-4-yl)oxy]ethyl}-N-isopropylpropan-2-amine), O=C1NC2=CC(=CC=C2C1)C#N (2-oxoindoline-6-carbonitrile), C([O-])([O-])=O.[Cs+].[Cs+] (cesium carbonate). The product is Cl.C(C)(C)N(CCOC1=CC(=NC=N1)C1=C(NC2=CC(=CC=C12)C#N)O)C(C)C (3-{6-[2-(Diisopropylamino)ethoxy]pyrimidin-4-yl}-2-hydroxy-1H-indole-6-carbonitrile hydrochloride). As a reaction SMILES: [Cl:1][C:2]1[N:7]=[CH:6][N:5]=[C:4]([O:8][CH2:9][CH2:10][N:11]([CH:15]([CH3:17])[CH3:16])[CH:12]([CH3:14])[CH3:13])[CH:3]=1.[O:18]=[C:19]1[CH2:27][C:26]2[C:21](=[CH:22][C:23]([C:28]#[N:29])=[CH:24][CH:25]=2)[NH:20]1.C(=O)([O-])[O-].[Cs+].[Cs+]>>[ClH:1].[CH:12]([N:11]([CH:15]([CH3:17])[CH3:16])[CH2:10][CH2:9][O:8][C:4]1[N:5]=[CH:6][N:7]=[C:2]([C:27]2[C:26]3[C:21](=[CH:22][C:23]([C:28]#[N:29])=[CH:24][CH:25]=3)[NH:20][C:19]=2[OH:18])[CH:3]=1)([CH3:14])[CH3:13] |f:2.3.4,5.6|. Procedure details: The title compound was prepared as described for Example 120 using N-{2-[(6-chloropyrimidin-4-yl)oxy]ethyl}-N-isopropylpropan-2-amine (0.10 g, 0.39 mmol), 2-oxoindoline-6-carbonitrile (0.074 g, 0.47 mmol) and cesium carbonate (0.50 g, 1.54 mmol). Yield 0.026 g, 15%: 1H NMR (CD3OD, 400 MHz) δ 8.59 (s, 1H), 7.81 (d, J=8 Hz, 1H), 7.55 (d, J=1 Hz, 1H), 7.45 (dd, J=8, 1 Hz, 1H), 6.64 (s, 1H), 4.40 (t, J=6 Hz, 1H), 3.87 (m, 1H), 3.58 (t, J=6 Hz, 1H), 1.44 (m, 3H); MS (ESP) m/z 380 (M++1). Starting materials: COc1cccc(C=CC(=O)O)c1, CCOC(C)=O, C(=NC1CCCCC1)=NC1CCCCC1, Cc1cc(N)cc(C)c1O, C1CCOC1, On1nnc2ccccc21. The product is COc1cccc(C=CC(=O)Nc2cc(C)c(O)c(C)c2)c1. As a reaction SMILES: [CH3:11][O:12][c:13]1[cH:14][c:15]([CH:16]=[CH:17][C:18](=[O:19])[OH:20])[cH:21][cH:22][cH:23]1.[CH3:54][CH2:55][O:56][C:57](=[O:58])[CH3:59].[CH:24]1([N:25]=[C:26]=[N:27][CH:28]2[CH2:29][CH2:30][CH2:31][CH2:32][CH2:33]2)[CH2:34][CH2:35][CH2:36][CH2:37][CH2:38]1.[NH2:1][c:2]1[cH:3][c:4]([CH3:10])[c:5]([OH:9])[c:6]([CH3:8])[cH:7]1.[O:49]1[CH2:50][CH2:51][CH2:52][CH2:53]1.[OH:39][n:40]1[c:41]2[cH:42][cH:43][cH:44][cH:45][c:46]2[n:47][n:48]1>>[NH:1]([c:2]1[cH:3][c:4]([CH3:10])[c:5]([OH:9])[c:6]([CH3:8])[cH:7]1)[C:18]([CH:17]=[CH:16][c:15]1[cH:14][c:13]([O:12][CH3:11])[cH:23][cH:22][cH:21]1)=[O:19]. Reactants: C(C)(C)(C)OC(NC1(CCC1)C1=CC=C(C=C1)C=1C(=CC2=C(OCC(N2)=O)N1)C1=CC=CC=C1)=O (tert-butyl(1-(4-(2-oxo-7-phenyl-2,3-dihydro-1H-pyrido[2,3-b][1,4]oxazin-6-yl)phenyl)cyclobutyl)carbamate), C([O-])([O-])=O.[K+].[K+] (potassium carbonate), ClCC1(COC1)C (3-(chloromethyl)-3-methyloxetane), C(=O)(O)[O-].[Na+] (NaHCO3). The solvent is CN(C)C=O (DMF). Conditions: temperature 80 celsius, time 2.5 hour. The product is C(C)(C)(C)OC(NC1(CCC1)C1=CC=C(C=C1)C=1C(=CC2=C(OCC(N2CC2(COC2)C)=O)N1)C1=CC=CC=C1)=O (tert-butyl(1-(4-(1-((3-methyloxetan-3-yl)methyl)-2-oxo-7-phenyl-2,3-dihydro-1H-pyrido[2,3-b][1,4]oxazin-6-yl)phenyl)cyclobutyl)carbamate). Isolated yield 34.4%. Reaction SMILES: [C:1]([O:5][C:6](=[O:35])[NH:7][C:8]1([C:12]2[CH:17]=[CH:16][C:15]([C:18]3[C:19]([C:29]4[CH:34]=[CH:33][CH:32]=[CH:31][CH:30]=4)=[CH:20][C:21]4[NH:26][C:25](=[O:27])[CH2:24][O:23][C:22]=4[N:28]=3)=[CH:14][CH:13]=2)[CH2:11][CH2:10][CH2:9]1)([CH3:4])([CH3:3])[CH3:2].C(=O)([O-])[O-].[K+].[K+].Cl[CH2:43][C:44]1([CH3:48])[CH2:47][O:46][CH2:45]1.C([O-])(O)=O.[Na+]>CN(C=O)C>[C:1]([O:5][C:6](=[O:35])[NH:7][C:8]1([C:12]2[CH:13]=[CH:14][C:15]([C:18]3[C:19]([C:29]4[CH:30]=[CH:31][CH:32]=[CH:33][CH:34]=4)=[CH:20][C:21]4[N:26]([CH2:43][C:44]5([CH3:48])[CH2:47][O:46][CH2:45]5)[C:25](=[O:27])[CH2:24][O:23][C:22]=4[N:28]=3)=[CH:16][CH:17]=2)[CH2:11][CH2:10][CH2:9]1)([CH3:4])([CH3:2])[CH3:3] |f:1.2.3,5.6|. Procedure: To a solution of tert-butyl(1-(4-(2-oxo-7-phenyl-2,3-dihydro-1H-pyrido[2,3-b][1,4]oxazin-6-yl)phenyl)cyclobutyl)carbamate (50 mg, 0.11 mmol) in dry DMF (1 mL) was added potassium carbonate (44 mg, 0.32 mmol) and 3-(chloromethyl)-3-methyloxetane (38 mg, 0.32 mmol) under nitrogen. The resulting mixture was stirred for 2.5 hours at 80° C. A saturated solution of NaHCO3 was added and the mixture was extracted with AcOEt (3×). The combined organic phases were dried over Na2SO4 and concentrated to dry... Starting materials: CO, COc1cc(C)ccc1[N+](=O)[O-], O, O, Cl[Sn]Cl. The product is COc1cc(C)ccc1N. Reaction SMILES: [CH3:18][OH:19].[CH3:1][O:2][c:3]1[c:4]([N+:10]([O-:11])=[O:12])[cH:5][cH:6][c:7]([CH3:9])[cH:8]1.[OH2:13].[OH2:14].[Sn:15]([Cl:16])[Cl:17]>>[CH3:1][O:2][c:3]1[c:4]([NH2:10])[cH:5][cH:6][c:7]([CH3:9])[cH:8]1. Starting materials: O=S(=O)(Cl)c1cccc(F)c1, Nc1ccc2[nH]nc(I)c2c1, c1ccncc1. Yields the product O=S(=O)(Nc1ccc2[nH]nc(I)c2c1)c1cccc(F)c1. Reaction SMILES: [F:12][c:13]1[cH:14][c:15]([S:19](=[O:20])(=[O:21])[Cl:22])[cH:16][cH:17][cH:18]1.[NH2:1][c:2]1[cH:3][c:4]2[c:5]([I:11])[n:6][nH:7][c:8]2[cH:9][cH:10]1.[cH:23]1[cH:24][cH:25][n:26][cH:27][cH:28]1>>[NH:1]([c:2]1[cH:3][c:4]2[c:5]([I:11])[n:6][nH:7][c:8]2[cH:9][cH:10]1)[S:19]([c:15]1[cH:14][c:13]([F:12])[cH:18][cH:17][cH:16]1)(=[O:20])=[O:21]. Starting materials: BrCC(C(C)(C)C)=O (1-Bromo-3,3-dimethylbutan-2-one), CC1=CC=CC(=N1)NC([S-])=S.C(C)[NH+](CC)CC (triethylammonium (6-methylpyrid-2-yl)dithiocarbamate), C(C)(C)OC(C)C (diisopropyl ether). Solvent: C(C)#N (acetonitrile). Reaction conditions: temperature 2 celsius, time 2 hour. Yields the product CC1=CC=CC(=N1)NC(SCC(C(C)(C)C)=O)=S (3,3-dimethyl-2-oxobutyl (6-methylpyrid-2-yl)dithiocarbamate). Isolated yield 69.9%. As a reaction SMILES: Br[CH2:2][C:3](=[O:8])[C:4]([CH3:7])([CH3:6])[CH3:5].[CH3:9][C:10]1[N:15]=[C:14]([NH:16][C:17](=[S:19])[S-:18])[CH:13]=[CH:12][CH:11]=1.C([NH+](CC)CC)C.C(OC(C)C)(C)C>C(#N)C>[CH3:9][C:10]1[N:15]=[C:14]([NH:16][C:17](=[S:18])[S:19][CH2:2][C:3](=[O:8])[C:4]([CH3:7])([CH3:6])[CH3:5])[CH:13]=[CH:12][CH:11]=1 |f:1.2|. Procedure: 1-Bromo-3,3-dimethylbutan-2-one (40.0 g) is added to a suspension of triethylammonium (6-methylpyrid-2-yl)dithiocarbamate (64.0 g) in anhydrous acetonitrile (600 cc) at a maximum temperature of 20° C. The reaction is continued for 2 hours at 20° C. The insoluble hydrobromide of triethylamine is removed by filtration and washed with acetonitrile (50 cc). The organic phases are combined and evaporated under reduced pressure (20 mm.Hg) at 45° C. The residual oil is treated with diethyl ether (1200 ...